From a dataset of the Open Reaction Database (ORD), a public repository of structured organic reaction records. describe an organic reaction: reactants, conditions, products, and yield The reactants are C(C)(C)(C)OC(=O)NNC(=O)C1(CC1)NC(=O)C1(CC1)NC(=O)C1=CN=C2N1[C@](C(N2C2=CC(=CC(=C2)Cl)Cl)=O)(C)CC2=CC=C(C=C2)C#N (N′-{1-[(1-{[(R)-5-(4-Cyano-benzyl)-7-(3,5-dichloro-phenyl)-5-methyl-6-oxo-6,7-dihydro-5H-imidazo[1,2-a]imidazole-3-carbonyl]-amino}-cyclopropanecarbonyl)-amino]-cyclopropanecarbonyl}-hydrazinecarboxylic acid tert-butyl ester). Run in Cl (HCl), O1CCOCC1 (dioxane), CCOCC (Et2O). Conditions: time 40 minute. The product is Cl.N(N)C(=O)C1(CC1)NC(=O)C1(CC1)NC(=O)C1=CN=C2N1[C@](C(N2C2=CC(=CC(=C2)Cl)Cl)=O)(C)CC2=CC=C(C=C2)C#N ((R)-5-(4-cyano-benzyl)-7-(3,5-dichloro-phenyl)-5-methyl-6-oxo-6,7-dihydro-5H-imidazo-[1,2-a]imidazole-3-carboxylic acid [1-(1-hydrazinocarbonyl-cyclopropylcarbamoyl)-cyclopropyl]-amide hydrochloride). Yield: 108.6%. RXN SMILES: C(OC([NH:8][NH:9][C:10]([C:12]1([NH:15][C:16]([C:18]2([NH:21][C:22]([C:24]3[N:28]4[C@@:29]([CH2:42][C:43]5[CH:48]=[CH:47][C:46]([C:49]#[N:50])=[CH:45][CH:44]=5)([CH3:41])[C:30](=[O:40])[N:31]([C:32]5[CH:37]=[C:36]([Cl:38])[CH:35]=[C:34]([Cl:39])[CH:33]=5)[C:27]4=[N:26][CH:25]=3)=[O:23])[CH2:20][CH2:19]2)=[O:17])[CH2:14][CH2:13]1)=[O:11])=O)(C)(C)C>Cl.O1CCOCC1.CCOCC>[ClH:38].[NH:9]([C:10]([C:12]1([NH:15][C:16]([C:18]2([NH:21][C:22]([C:24]3[N:28]4[C@@:29]([CH2:42][C:43]5[CH:44]=[CH:45][C:46]([C:49]#[N:50])=[CH:47][CH:48]=5)([CH3:41])[C:30](=[O:40])[N:31]([C:32]5[CH:37]=[C:36]([Cl:38])[CH:35]=[C:34]([Cl:39])[CH:33]=5)[C:27]4=[N:26][CH:25]=3)=[O:23])[CH2:20][CH2:19]2)=[O:17])[CH2:14][CH2:13]1)=[O:11])[NH2:8] |f:4.5|. Procedure details: N′-{1-[(1-{[(R)-5-(4-Cyano-benzyl)-7-(3,5-dichloro-phenyl)-5-methyl-6-oxo-6,7-dihydro-5H-imidazo[1,2-a]imidazole-3-carbonyl]-amino}-cyclopropanecarbonyl)-amino]-cyclopropanecarbonyl}-hydrazinecarboxylic acid tert-butyl ester (0.30 g, 0.42 mmol) was dissolved in 4 N HCl in dioxane (3 mL) and allowed to stir at room temperature for 40 min. The resulting white suspension was diluted with Et2O and the precipitate was collected by filtration. The solid was washed twice with Et2O to give (R)-5-(4-cyan... The reactants are OC1=CC=2CC[C@H]3[C@@H]4CCC([C@@]4(C)CC[C@@H]3C2C=C1[N+](=O)[O-])=O (3-Hydroxy-2-nitroestra-1,3,5(10)-trien-17-one), C([O-])([O-])=O.[K+].[K+] (potassium carbonate), C(C1=CC=CC=C1)Br (benzyl bromide), [NH4+].[Cl-] (NH4Cl). Run in CN(C)C=O (DMF). Run at time 19 hour. Yields the product C(C1=CC=CC=C1)OC1=CC=2CC[C@H]3[C@@H]4CCC([C@@]4(C)CC[C@@H]3C2C=C1[N+](=O)[O-])=O (3-Benzyloxy-2-nitroestra-1,3,5(10)-trien-17-one). Isolated yield 99.1%. RXN SMILES: [OH:1][C:2]1[C:19]([N+:20]([O-:22])=[O:21])=[CH:18][C:17]2[C@@H:16]3[C@H:7]([C@H:8]4[C@@:12]([CH2:14][CH2:15]3)([CH3:13])[C:11](=[O:23])[CH2:10][CH2:9]4)[CH2:6][CH2:5][C:4]=2[CH:3]=1.C(=O)([O-])[O-].[K+].[K+].[CH2:30](Br)[C:31]1[CH:36]=[CH:35][CH:34]=[CH:33][CH:32]=1.[NH4+].[Cl-]>CN(C=O)C>[CH2:30]([O:1][C:2]1[C:19]([N+:20]([O-:22])=[O:21])=[CH:18][C:17]2[C@@H:16]3[C@H:7]([C@H:8]4[C@@:12]([CH2:14][CH2:15]3)([CH3:13])[C:11](=[O:23])[CH2:10][CH2:9]4)[CH2:6][CH2:5][C:4]=2[CH:3]=1)[C:31]1[CH:36]=[CH:35][CH:34]=[CH:33][CH:32]=1 |f:1.2.3,5.6|. Procedure details: To a solution of 3-hydroxy-2-nitroestra-1,3,5(10)-trien-17-one (76b, 1.58 g, 5.0 mmol) in DMF (20 mL) were added potassium carbonate (1.38 g, 10 mmol) and benzyl bromide (0.9 mL, 7.5 mmol) and stirred for 19 h at room temperature. To the reaction mixture was added saturated aqueous NH4Cl at 0° C. and extracted with CHCl3. The combined organic layers were washed with H2O, saturated aqueous NaCl, and then dried (Na2SO4). The desiccant was filtered and the solvent was evaporated at reduced pressure... Starting materials: C1(=CC=CC=C1)C#CC (1-phenylpropyne), C(C)[SiH](CC)CC (triethylsilane), tetraethylammonium μ-hydridebis(pentacarbonylchromium), C(C)[Si](\C(=C/C1=CC=CC=C1)\C)(CC)CC ((Z)-β-triethylsilyl-β-methylstyrene). Reaction conditions: temperature 100 celsius. The product is C(C)[Si](\C(=C/C)\C1=CC=CC=C1)(CC)CC ((Z)-α-triethylsilyl-β-methylstyrene). The yield is 95.0%. RXN SMILES: [C:1]1([C:7]#[C:8][CH3:9])[CH:6]=[CH:5][CH:4]=[CH:3][CH:2]=1.[CH2:10]([SiH:12]([CH2:15][CH3:16])[CH2:13][CH3:14])[CH3:11].C([Si](CC)(CC)/C(/C)=C\C1C=CC=CC=1)C>>[CH2:10]([Si:12]([CH2:15][CH3:16])([CH2:13][CH3:14])/[C:7](/[C:1]1[CH:6]=[CH:5][CH:4]=[CH:3][CH:2]=1)=[CH:8]\[CH3:9])[CH3:11]. Procedure: A mixture of 0.125 ml (1.0 mmol) of 1-phenylpropyne, 0.192 ml (1.2 mmol) of triethylsilane, and 5.2 mg (0.01 mmol) of tetraethylammonium μ-hydridebis(pentacarbonylchromium) was heated in a sealed tube at 100° C. for 16 hours while being stirred. GLC analysis of the reaction mixture revealed that (Z)-β-triethylsilyl-β-methylstyrene and (Z)-α-triethylsilyl-β-methylstyrene were produced in a yield of 95% and 2%, respectively, with no production of other isomers. The reactants are [H-].[Na+] (sodium hydride), C(C1=CC=CC=C1)N(C(C1=C(C(=CC=C1)Br)F)=O)CCO (N-benzyl-3-bromo-2-fluoro-N-(2-hydroxyethyl)benzamide), ice water. Solvent: CN(C=O)C (N,N-dimethylformamide). Yields the product C(C1=CC=CC=C1)N1CCOC2=C(C1=O)C=CC=C2Br (4-benzyl-9-bromo-3,4-dihydro-1,4-benzoxazepine-5 (2H)-one). Isolated yield 75.1%. RXN SMILES: [CH2:1]([N:8]([CH2:19][CH2:20][OH:21])[C:9](=[O:18])[C:10]1[CH:15]=[CH:14][CH:13]=[C:12]([Br:16])[C:11]=1F)[C:2]1[CH:7]=[CH:6][CH:5]=[CH:4][CH:3]=1.[H-].[Na+]>CN(C)C=O>[CH2:1]([N:8]1[C:9](=[O:18])[C:10]2[CH:15]=[CH:14][CH:13]=[C:12]([Br:16])[C:11]=2[O:21][CH2:20][CH2:19]1)[C:2]1[CH:7]=[CH:6][CH:5]=[CH:4][CH:3]=1 |f:1.2|. Procedure details: To a solution of N-benzyl-3-bromo-2-fluoro-N-(2-hydroxyethyl)benzamide (11.4 g, 32.4 mmol) in N,N-dimethylformamide (160 ml) was added under ice-cooling sodium hydride (60%, 1.68 g, 42.1 mmol), and the mixture was stirred under ice-cooling for 1 hr. The reaction mixture was poured into ice water, and the mixture was extracted with ethyl acetate. The extract was washed with water and dried over anhydrous magnesium sulfate. The solvent was evaporated under reduced pressure. The residue was purifie... Starting materials: C(#N)C=1C=C(C=CC1)C1C=2C(CCCC2NC=2CCCC(C12)=O)=O (9-(3-cyanophenyl)-3,4,6,7,9,10-hexahydro-1,8-(2H,5H)-acridinedione), [BH4-].[Na+] (sodium borohydride), C(C)O (ethanol), O (water). The solvent is C(C)(=O)OCC (ethyl acetate). Reaction conditions: temperature 70 celsius, time 8 hour. Product: C(#N)C=1C=C(C=CC1)C1C=2CCCCC2NC=2CCCC(C12)=O (9 -(3-Cyanophenyl)-3,4,5,6,7,8,9,10-octahydro-1(2H)-acridineone), crystals. Reaction SMILES: [C:1]([C:3]1[CH:4]=[C:5]([CH:9]2[C:22]3[C:21](=[O:23])[CH2:20][CH2:19][CH2:18][C:17]=3[NH:16][C:15]3[CH2:14][CH2:13][CH2:12][C:11](=O)[C:10]2=3)[CH:6]=[CH:7][CH:8]=1)#[N:2].[BH4-].[Na+].C(O)C.O>C(OCC)(=O)C>[C:1]([C:3]1[CH:4]=[C:5]([CH:9]2[C:22]3[C:21](=[O:23])[CH2:20][CH2:19][CH2:18][C:17]=3[NH:16][C:15]3[CH2:14][CH2:13][CH2:12][CH2:11][C:10]2=3)[CH:6]=[CH:7][CH:8]=1)#[N:2] |f:1.2|. Reported procedure: A mixture of 9-(3-cyanophenyl)-3,4,6,7,9,10-hexahydro-1,8-(2H,5H)-acridinedione (3.18 g), sodium borohydride (2.50 g) and 50 mL of ethanol was stirred at 70° C. overnight. The mixture was treated with about 300 mL of water, stirred for several hours and the solid collected by suction filtration, slurried on the funnel with a little ethanol and sucked dry on the funnel. The solid (1.87 g) was combined with 0.49 g of material from a previous run and the combined material was chromatographed, with ... Reactants: C1CCOC1, COC(=O)c1cc(C(=O)O)ccc1-c1cc(F)ccc1F. Yields the product COC(=O)c1cc(CO)ccc1-c1cc(F)ccc1F. Reaction SMILES: [CH2:22]1[O:23][CH2:24][CH2:25][CH2:26]1.[F:1][c:2]1[c:3](-[c:9]2[c:10]([C:18](=[O:19])[O:20][CH3:21])[cH:11][c:12]([C:15](=[O:16])[OH:17])[cH:13][cH:14]2)[cH:4][c:5]([F:8])[cH:6][cH:7]1>>[F:1][c:2]1[c:3](-[c:9]2[c:10]([C:18](=[O:19])[O:20][CH3:21])[cH:11][c:12]([CH2:15][OH:16])[cH:13][cH:14]2)[cH:4][c:5]([F:8])[cH:6][cH:7]1. Starting materials: O=C([O-])[O-], CI, CC(C)=O, O=c1[nH]cc(F)c(=O)[nH]1, [K+], [K+]. Product: Cn1c(=O)[nH]cc(F)c1=O. Reaction SMILES: [C:12](=[O:13])([O-:14])[O-:15].[CH3:10][I:11].[CH3:18][C:19](=[O:20])[CH3:21].[F:1][c:2]1[c:3](=[O:9])[nH:4][c:5](=[O:8])[nH:6][cH:7]1.[K+:16].[K+:17]>>[F:1][c:2]1[c:3](=[O:9])[n:4]([CH3:12])[c:5](=[O:8])[nH:6][cH:7]1.